Dataset: the Open Reaction Database (ORD), a public repository of structured organic reaction records. Task: describe an organic reaction: reactants, conditions, products, and yield The reactants are compound, Cl (hydrochloric acid), CN(CCC1OC2=C(C(N(C1)C)=S)C=C(C=C2)[N+](=O)[O-])C (2-[2-(dimethylamino)ethyl]-2,3-dihydro-4-methyl-7-nitro-1,4-benzoxazepine-5(4H)-thione), ammonium sulfide, C(C)O (Ethyl alcohol). Solvent: O (water). The product is NC=1C=CC2=C(C(N(CC(O2)CCN(C)C)C)=S)C1 (7-Amino-2-[2-(dimethylamino)ethyl]-2,3-dihydro-4-methyl-1,4-benzoxazepine-5(4H)-thione). RXN SMILES: [CH3:1][N:2]([CH3:21])[CH2:3][CH2:4][CH:5]1[CH2:11][N:10]([CH3:12])[C:9](=[S:13])[C:8]2[CH:14]=[C:15]([N+:18]([O-])=O)[CH:16]=[CH:17][C:7]=2[O:6]1.[NH4+]=S.C(O)C.Cl>O>[NH2:18][C:15]1[CH:16]=[CH:17][C:7]2[O:6][CH:5]([CH2:4][CH2:3][N:2]([CH3:1])[CH3:21])[CH2:11][N:10]([CH3:12])[C:9](=[S:13])[C:8]=2[CH:14]=1. Procedure: To 7.0 g (0.023 mole) of 2-[2-(dimethylamino)ethyl]-2,3-dihydro-4-methyl-7-nitro-1,4-benzoxazepine-5(4H)-thione was added 250 ml of 23% ammonium sulfide in water. Ethyl alcohol was added in amount sufficient to dissolve the starting compound (~50-60 ml). The reaction mixture was heated to reflux for 5 hr. After cooling, the reaction mixture was acidified with concentrated aqueous hydrochloric acid. The ethanol was removed by rotary evaporation at 70° C. The remaining aqueous solution was washed ... The reactants are Cl.CN (methylamine hydrochloride), ClC1=CC(=C(C=C1F)C1=CC=NC(=C1C(=O)O)C)F (4-(4-chloro-2,5-difluorophenyl)-2-methylnicotinic acid), CCN(C(C)C)C(C)C (DIEA), C=1C=CC2=C(C1)N=NN2O (HOBT), C(CCl)Cl (EDC). The solvent is CN(C)C=O (DMF). Reaction conditions: time 10 minute. Yields the product ClC1=CC(=C(C=C1F)C1=CC=NC(=C1C(=O)NC)C)F (4-(4-chloro-2,5-difluorophenyl)-N,2-dimethylnicotinamide). The yield is 52.8%. Reaction SMILES: [Cl:1][C:2]1[C:7]([F:8])=[CH:6][C:5]([C:9]2[C:14]([C:15](O)=[O:16])=[C:13]([CH3:18])[N:12]=[CH:11][CH:10]=2)=[C:4]([F:19])[CH:3]=1.C[CH2:21][N:22](C(C)C)C(C)C.C1C=CC2N(O)N=NC=2C=1.C(Cl)CCl.Cl.CN>CN(C=O)C>[Cl:1][C:2]1[C:7]([F:8])=[CH:6][C:5]([C:9]2[C:14]([C:15]([NH:22][CH3:21])=[O:16])=[C:13]([CH3:18])[N:12]=[CH:11][CH:10]=2)=[C:4]([F:19])[CH:3]=1 |f:4.5|. Reported procedure: To the stirred solution of 4-(4-chloro-2,5-difluorophenyl)-2-methylnicotinic acid (1.7 g, 4.02 mmol) in DMF (0.5 mL) was added DIEA (2.81 mL, 16.06 mmol), HOBT (1.230 g, 8.03 mmol), EDC (1.155 g, 6.02 mmol) at 0° C. followed by addition of methylamine hydrochloride (0.488 g, 7.23 mmol). After stirring for 10 min, the ice bath was removed and the reaction mixture was allowed to stir overnight. The reaction mixture was concentrated under reduced pressure. The residue was diluted with ethyl acetate... Reactants: OCC=1SC=CC1 (2-Hydroxymethylthiophene), Cl.NCCS (Cysteamine hydrochloride), [OH-].[Na+] (sodium hydroxide). The solvent is Cl (hydrochloric acid). Reaction conditions: time 8 hour. Yields the product S1C(=CC=C1)CSCCN (2-(2-thienylmethylthio)ethylamine). Reaction SMILES: Cl.[NH2:2][CH2:3][CH2:4][SH:5].O[CH2:7][C:8]1[S:9][CH:10]=[CH:11][CH:12]=1.[OH-].[Na+]>Cl>[S:9]1[CH:10]=[CH:11][CH:12]=[C:8]1[CH2:7][S:5][CH2:4][CH2:3][NH2:2] |f:0.1,3.4|. Procedure: (b)(i) Cysteamine hydrochloride (9.95 g) was dissolved in concentrated hydrochloric acid (50 ml) and the solution was cooled to 0°. 2-Hydroxymethylthiophene (10 g) was added dropwise to the stirred solution which was maintained at below 5°. The mixture was stirred overnight at room temperature, adjusted to pH 10 with concentrated aqueous sodium hydroxide and extracted with ethyl acetate. The extracts were evaporated and the residue was distilled at 158°-164°/760 mm Hg to give 2-(2-thienylmethylt... Starting materials: CCO, CNc1cc2c(cc1F)C(=O)N(c1ccc([N+](=O)[O-])cc1)CO2. Yields the product CNc1cc2c(cc1F)C(=O)N(c1ccc(N)cc1)CO2. As a reaction SMILES: [CH3:24][CH2:25][OH:26].[F:1][c:2]1[c:3]([NH:22][CH3:23])[cH:4][c:5]2[c:6]([cH:21]1)[C:7](=[O:20])[N:8]([c:11]1[cH:12][cH:13][c:14]([N+:17]([O-:18])=[O:19])[cH:15][cH:16]1)[CH2:9][O:10]2>>[F:1][c:2]1[c:3]([NH:22][CH3:23])[cH:4][c:5]2[c:6]([cH:21]1)[C:7](=[O:20])[N:8]([c:11]1[cH:12][cH:13][c:14]([NH2:17])[cH:15][cH:16]1)[CH2:9][O:10]2. Starting materials: O=C1CCC(=O)N1Br, ClC(Cl)Cl, CN1C(=O)NC(=O)C12Cc1ccc(N)cc1C2. Yields the product CN1C(=O)NC(=O)C12Cc1ccc(N)c(Br)c1C2. RXN SMILES: [Br:18][N:19]1[C:20](=[O:21])[CH2:22][CH2:23][C:24]1=[O:25].[Cl:26][CH:27]([Cl:28])[Cl:29].[NH2:1][c:2]1[cH:3][c:4]2[c:15]([cH:16][cH:17]1)[CH2:14][C:6]1([CH2:5]2)[N:7]([CH3:13])[C:8](=[O:12])[NH:9][C:10]1=[O:11]>>[NH2:1][c:2]1[c:3]([Br:18])[c:4]2[c:15]([cH:16][cH:17]1)[CH2:14][C:6]1([CH2:5]2)[N:7]([CH3:13])[C:8](=[O:12])[NH:9][C:10]1=[O:11]. The reactants are C(C)OC(C(C(CCCCC)=O)OC1=CC(=CC=C1)OC)=O (3-Oxo-2-(3-methoxyphenoxy)octanoic acid ethyl ester), S(O)(O)(=O)=O (sulfuric acid). Run in ice. Reaction conditions: time 1 hour. Yields the product C(C)OC(=O)C=1OC2=C(C1CCCCC)C=CC(=C2)OC (6-methoxy-3-pentyl-2-benzofuranecarboxylic acid ethyl ester). Isolated yield 53.6%. Reaction SMILES: [CH2:1]([O:3][C:4](=[O:22])[CH:5]([O:13][C:14]1[CH:19]=[CH:18][CH:17]=[C:16]([O:20][CH3:21])[CH:15]=1)[C:6](=O)[CH2:7][CH2:8][CH2:9][CH2:10][CH3:11])[CH3:2].S(=O)(=O)(O)O>>[CH2:1]([O:3][C:4]([C:5]1[O:13][C:14]2[CH:15]=[C:16]([O:20][CH3:21])[CH:17]=[CH:18][C:19]=2[C:6]=1[CH2:7][CH2:8][CH2:9][CH2:10][CH3:11])=[O:22])[CH3:2]. Procedure: A mixture of 2-chloro-3-oxooctanoic acid (51.5 g) and sodium 3-methoxyphenolate (35 g) was refluxed with stirring in benzene (250 mL) for 7 hours, then stirred at room temperature overnight. The cooled reaction was washed with water (2×250 mL) and the dried (MgSO4) organic layer was evaporated to give 70 g of a brown oil. The crude product was purified by HPLC (diethyl ether-hexane; 1:19) to give 30.45 g of 3-oxo-2-(3-methoxyphenoxy)octanoic acid ethyl ester as a colorless oil. 3-Oxo-2-(3-methox...